This data is from the Open Reaction Database (ORD), a public repository of structured organic reaction records. The task is: describe an organic reaction: reactants, conditions, products, and yield The reactants are C(C1=CC=CC=C1)OC1=C(C=NC=2C=NC=CC2)C=C(C=C1)Cl (N-(2-(benzyloxy)-5-chlorobenzylidene)pyridin-3-amine), [H-].[Na+] (NaH), CN(C)C=O (DMF), imine. Conditions: time 1 hour. Yields the product C(C1=CC=CC=C1)OC1=C(C=C(C=C1)Cl)C1=CN=CN1C=1C=NC=CC1 (3-(5-(2-(benzyloxy)-5-chlorophenyl)-1H-imidazol-1-yl)pyridine). Yield: 21.0%. RXN SMILES: [CH2:1]([O:8][C:9]1[CH:22]=[CH:21][C:20]([Cl:23])=[CH:19][C:10]=1[CH:11]=[N:12][C:13]1[CH:14]=[N:15][CH:16]=[CH:17][CH:18]=1)[C:2]1[CH:7]=[CH:6][CH:5]=[CH:4][CH:3]=1.[H-].[Na+].[CH3:26][N:27](C=O)[CH3:28]>>[CH2:1]([O:8][C:9]1[CH:22]=[CH:21][C:20]([Cl:23])=[CH:19][C:10]=1[C:11]1[N:12]([C:13]2[CH:14]=[N:15][CH:16]=[CH:17][CH:18]=2)[CH:28]=[N:27][CH:26]=1)[C:2]1[CH:3]=[CH:4][CH:5]=[CH:6][CH:7]=1 |f:1.2|. Procedure details: To a solution of N-(2-(benzyloxy)-5-chlorobenzylidene)pyridin-3-amine (0.929 mmol) in DMF (3 mL) at room temperature, was added NaH (1.12 mmol) and the solution was stirred for 1 h, followed by the addition of imine (0.929 mmol). After stirring for 4 d, the reaction mixture was diluted with satd. NH4Cl solution and the product was extracted with EtOAc. The combined organic extract was dried (Na2SO4) and concentrated to afford the crude. Chromatographic purification afforded the final product. Yi... As a reaction SMILES: [F:1][C:2]([F:7])([F:6])[C:3]([OH:5])=[O:4].[F:8][C:9]([F:14])([F:13])[C:10]([OH:12])=[O:11].FC(F)(F)C(O)=O.[Cl:22][C:23]1[CH:24]=[N:25][C:26]2[NH:27][C:28]3[CH:29]=[N:30][CH:31]=[C:32]([CH:54]=3)[CH2:33][CH2:34][C:35]3[CH:43]=[C:39]([NH:40][C:41]=1[N:42]=2)[CH:38]=[CH:37][C:36]=3[NH:44][C:45](=[O:53])[CH2:46][CH:47]1[CH2:52][CH2:51][NH:50][CH2:49][CH2:48]1.[CH:55]([C:58]1[O:62][N:61]=[CH:60][C:59]=1[C:63](O)=[O:64])([CH3:57])[CH3:56]>>[F:1][C:2]([F:7])([F:6])[C:3]([OH:5])=[O:4].[F:8][C:9]([F:14])([F:13])[C:10]([OH:12])=[O:11].[Cl:22][C:23]1[CH:24]=[N:25][C:26]2[NH:27][C:28]3[CH:29]=[N:30][CH:31]=[C:32]([CH:54]=3)[CH2:33][CH2:34][C:35]3[CH:43]=[C:39]([NH:40][C:41]=1[N:42]=2)[CH:38]=[CH:37][C:36]=3[NH:44][C:45](=[O:53])[CH2:46][CH:47]1[CH2:52][CH2:51][N:50]([C:63]([C:59]2[CH:60]=[N:61][O:62][C:58]=2[CH:55]([CH3:57])[CH3:56])=[O:64])[CH2:49][CH2:48]1 |f:0.1.2.3,5.6.7|. Product: FC(C(=O)O)(F)F.FC(C(=O)O)(F)F.ClC=1C=NC=2NC=3C=NC=C(CCC4=C(C=CC(NC1N2)=C4)NC(CC4CCN(CC4)C(=O)C=4C=NOC4C(C)C)=O)C3 (N-[6-Chloro-2,4,8,18,22-pentaazatetracyclo[14.3.1.1(3,7).1(9,13)]docosa-1(20),3(22),4,6,9(21),10,12,16,18-nonaen-12-yl]-2-{1-[(5-isopropylisoxazol-4-yl)carbonyl]piperidin-4-yl}acetamide bis(trifluoroacetate)). Isolated yield 18.0%. The reactants are FC(C(=O)O)(F)F.FC(C(=O)O)(F)F.FC(C(=O)O)(F)F.ClC=1C=NC=2NC=3C=NC=C(CCC4=C(C=CC(NC1N2)=C4)NC(CC4CCNCC4)=O)C3 (N-[6-chloro-2,4,8,18,22-pentaazatetracyclo[14.3.1.1(3,7).1(9,13)]docosa-1(20),3(22),4,6,9(21),10,12,16,18-nonaen-12-yl]-2-piperidin-4-ylacetamide tris(trifluoroacetate)), C(C)(C)C1=C(C=NO1)C(=O)O (5-isopropylisoxazole-4-carboxylic acid). Reported procedure: The desired compound was prepared according to the procedure of Example A27 using N-[6-chloro-2,4,8,18,22-pentaazatetracyclo[14.3.1.1(3,7).1(9,13)]docosa-1(20),3(22),4,6,9(21),10,12,16,18-nonaen-12-yl]-2-piperidin-4-ylacetamide tris(trifluoroacetate) and 5-isopropylisoxazole-4-carboxylic acid as starting materials in 18% yield. LCMS for C31H34ClN8O3 (M+H)+: m/z=601.2. Reactants: [BH4-], CC(C)COC(=O)C(C)OC(C)OCC(C)C, CO, Cc1ccccc1, [Na+], O. Yields the product CC(C)COC(C)OC(C)CO. As a reaction SMILES: [BH4-:1].[CH2:3]([CH:4]([CH3:5])[CH3:6])[O:7][CH:8]([CH3:9])[O:10][CH:11]([C:12](=[O:13])[O:14][CH2:15][CH:16]([CH3:17])[CH3:18])[CH3:19].[CH3:20][OH:21].[CH3:23][c:24]1[cH:25][cH:26][cH:27][cH:28][cH:29]1.[Na+:2].[OH2:22]>>[CH2:3]([CH:4]([CH3:5])[CH3:6])[O:7][CH:8]([CH3:9])[O:10][CH:11]([CH2:12][OH:13])[CH3:19]. Starting materials: Cc1ccc(S(=O)(=O)OCC(C)(O)CCCC(C)CCCC(C)CCCC(C)C)cc1, CCO, [Na+], [OH-], O. The product is CC(C)CCCC(C)CCCC(C)CCCC1(C)CO1. As a reaction SMILES: [CH3:1][C:2]([CH2:3][O:4][S:5]([c:6]1[cH:7][cH:8][c:9]([CH3:10])[cH:11][cH:12]1)(=[O:13])=[O:14])([CH2:15][CH2:16][CH2:17][CH:18]([CH2:19][CH2:20][CH2:21][CH:22]([CH2:23][CH2:24][CH2:25][CH:26]([CH3:27])[CH3:28])[CH3:29])[CH3:30])[OH:31].[CH3:32][CH2:33][OH:34].[Na+:36].[OH-:35].[OH2:37]>>[CH3:1][C:2]1([CH2:15][CH2:16][CH2:17][CH:18]([CH2:19][CH2:20][CH2:21][CH:22]([CH2:23][CH2:24][CH2:25][CH:26]([CH3:27])[CH3:28])[CH3:29])[CH3:30])[CH2:3][O:31]1. Reactants: COC(=O)C=1C=CC=C2C3=C(NC12)C(N(C(=C3)C3=CC=CC=C3)CC(=O)NC(C(C(F)(F)F)=O)C(C)C)=O (2-(8-Methoxycarbonyl-1-oxo-3-phenyl-1,2-dihydropyrido[3,4-b]-indol-2-yl)-N-(3,3,3-trifluoro-1-isopropyl-2-oxopropyl)acetamide), product, C1(=CC=CC=C1)C (toluene), 1-(3-dimethyl- aminopropyl)-3-ethylcarbodiimide hydrochloride, ClC(C(=O)O)Cl (dichloroacetic acid), C(C)(=O)OCC (ethyl acetate). The solvent is CS(=O)C (dimethyl sulfoxide). Run at time 2 hour. Product: C(=O)(O)C=1C=CC=C2C3=C(NC12)C(N(C(=C3)C3=CC=CC=C3)CC(=O)NC(C(C(F)(F)F)=O)C(C)C)=O (2-(8-Carboxy-1-oxo-3-phenyl-1,2-dihydropyrido[3,4-b]indol-2-yl)-N-(3,3,3-trifluoro-1-isopropyl-2-oxopropyl)acetamide). RXN SMILES: C[O:2][C:3]([C:5]1[CH:6]=[CH:7][CH:8]=[C:9]2[C:13]=1[NH:12][C:11]1[C:14](=[O:38])[N:15]([CH2:24][C:25]([NH:27][CH:28]([CH:35]([CH3:37])[CH3:36])[C:29](=[O:34])[C:30]([F:33])([F:32])[F:31])=[O:26])[C:16]([C:18]3[CH:23]=[CH:22][CH:21]=[CH:20][CH:19]=3)=[CH:17][C:10]2=1)=[O:4].C1(C)C=CC=CC=1.ClC(Cl)C(O)=O.C(OCC)(=O)C>CS(C)=O>[C:3]([C:5]1[CH:6]=[CH:7][CH:8]=[C:9]2[C:13]=1[NH:12][C:11]1[C:14](=[O:38])[N:15]([CH2:24][C:25]([NH:27][CH:28]([CH:35]([CH3:36])[CH3:37])[C:29](=[O:34])[C:30]([F:32])([F:33])[F:31])=[O:26])[C:16]([C:18]3[CH:19]=[CH:20][CH:21]=[CH:22][CH:23]=3)=[CH:17][C:10]2=1)([OH:4])=[O:2]. Procedure details: 2-(8-Methoxycarbonyl-1-oxo-3-phenyl-1,2-dihydropyrido[3,4-b]-indol-2-yl)-N-(3,3,3-trifluoro-1-isopropyl-2-oxopropyl)acetamide. To a solution of the product from Example 3.a. (0.1 g) in dimethyl sulfoxide (1 mL) and toluene (1 mL) was added 1-(3-dimethyl- aminopropyl)-3-ethylcarbodiimide hydrochloride (0.34 g) and dichloroacetic acid (0.06 mL), and the resulting solution was allowed to stir for 2 hours. The mixture was poured into ethyl acetate, washed (1N hydrochloric acid, H2O), dried and evapo... Reactants: [Li]CCCC, CN(C)C=O, CON=C1CCc2cc(Br)ccc21, C1CCOC1. The product is CON=C1CCc2cc(C=O)ccc21. Reaction SMILES: [CH2:14]([Li:15])[CH2:16][CH2:17][CH3:18].[CH3:19][N:20]([CH:21]=[O:22])[CH3:23].[CH3:1][O:2][N:3]=[C:4]1[CH2:5][CH2:6][c:7]2[cH:8][c:9]([Br:13])[cH:10][cH:11][c:12]21.[O:24]1[CH2:25][CH2:26][CH2:27][CH2:28]1>>[CH3:1][O:2][N:3]=[C:4]1[CH2:5][CH2:6][c:7]2[cH:8][c:9]([CH:21]=[O:22])[cH:10][cH:11][c:12]21. Reactants: intermediate 19, C1=NC=CC=2C(=CC=CC12)O (isoquinolin-5-ol), COC(C(CC1CCCC1)Br)=O (2-bromo-3-cyclopentyl-propionic acid methyl ester), ClC=1C(N(N=CC1Cl)C1OCCCC1)=O (4,5-dichloro-2-(tetrahydropyran-2-yl)-2H-pyridazin-3-one), ClC=1C(N(N=CC1Cl)C1OCCCC1)=O (4,5-dichloro-2-(tetrahydropyran-2-yl)-2H-pyridazin-3-one), COC(C(CC1CCCC1)Br)=O (2-bromo-3-cyclopentyl-propionic acid methyl ester). Product: C1(CCCC1)CC(C(=O)O)N1N=CC(=CC1=O)OC1=C2C=CN=CC2=CC=C1 (3-cyclopentyl-2-[4-(isoquinolin-5-yloxy)-6-oxo-6H-pyridazin-1-yl]-propionic acid). Yield: 73.0%. Reaction SMILES: Cl[C:2]1[C:3](=[O:15])[N:4](C2CCCCO2)[N:5]=[CH:6][C:7]=1Cl.[CH:16]1[C:25]2[CH:24]=[CH:23][CH:22]=[C:21]([OH:26])[C:20]=2[CH:19]=[CH:18][N:17]=1.C[O:28][C:29](=[O:38])[CH:30](Br)[CH2:31][CH:32]1[CH2:36][CH2:35][CH2:34][CH2:33]1>>[CH:32]1([CH2:31][CH:30]([N:4]2[C:3](=[O:15])[CH:2]=[C:7]([O:26][C:21]3[CH:22]=[CH:23][CH:24]=[C:25]4[C:20]=3[CH:19]=[CH:18][N:17]=[CH:16]4)[CH:6]=[N:5]2)[C:29]([OH:28])=[O:38])[CH2:36][CH2:35][CH2:34][CH2:33]1. Reported procedure: In an analogous manner to the stepwise sequence outlined in intermediate 19, starting from 4,5-dichloro-2-(tetrahydropyran-2-yl)-2H-pyridazin-3-one (Intermediate 20) and isoquinolin-5-ol and alkylating with 2-bromo-3-cyclopentyl-propionic acid methyl ester (Intermediate 10) afforded 3-cyclopentyl-2-[4-(isoquinolin-5-yloxy)-6-oxo-6H-pyridazin-1-yl]-propionic acid (10.1 g, 73%) as a brown solid; ESI-MS 380 [M+H+]; HPLC: >96% (purity). 1H-NMR (300 MHz, DMSO-d6): δ 1.11 (m, 2H), 1.52 (m, 7H), 2.01 (...